Dataset: the Open Reaction Database (ORD), a public repository of structured organic reaction records. Task: describe an organic reaction: reactants, conditions, products, and yield Reactants: CC(C)=O, C1COC2(CCC(SCC3CC3)CC2)O1, Cl. Product: O=C1CCC(SCC2CC2)CC1. As a reaction SMILES: [CH3:17][C:18](=[O:19])[CH3:20].[CH:1]1([CH2:4][S:5][CH:6]2[CH2:7][CH2:8][C:9]3([O:10][CH2:13][CH2:12][O:11]3)[CH2:14][CH2:15]2)[CH2:2][CH2:3]1.[ClH:16]>>[CH:1]1([CH2:4][S:5][CH:6]2[CH2:7][CH2:8][C:9](=[O:10])[CH2:14][CH2:15]2)[CH2:2][CH2:3]1. Starting materials: CC1NC1 (2-methylaziridine), [OH-].[Na+] (NaOH), ClC(=O)CCOC(C=C)=O (acrylic acid-2-chlorocarbonylethyl ester). Solvent: O (water), C(Cl)Cl (methylene chloride), C(Cl)Cl (methylene chloride). Run at time 8 hour. Yields the product CC1N(C1)C(CCOC(C=C)=O)=O (acrylic acid-3-(2-methylaziridin-1yl)-3-oxopropyl ester). The yield is 74.9%. Reaction SMILES: [CH3:1][CH:2]1[CH2:4][NH:3]1.[OH-].[Na+].Cl[C:8]([CH2:10][CH2:11][O:12][C:13](=[O:16])[CH:14]=[CH2:15])=[O:9]>O.C(Cl)Cl>[CH3:1][CH:2]1[CH2:4][N:3]1[C:8](=[O:9])[CH2:10][CH2:11][O:12][C:13](=[O:16])[CH:14]=[CH2:15] |f:1.2|. Reported procedure: To a stirred 0° C. solution of 2-methylaziridine (5.1 g, about 80 mmol, 90% pure, available from Aldrich) and NaOH (3.6 g, 90 mmol) in a mixture of 50 mL of water and 25 mL of methylene chloride was added dropwise a solution of acrylic acid-2-chlorocarbonylethyl ester (11.6 g, 59 mmol) in 25 mL of methylene chloride. When the addition was complete, the reaction flask was removed from the ice bath and the reaction mixture was allowed to warm to room temperature and was stirred overnight. The phas... Starting materials: FC(F)(F)c1cc(Br)cc(C(F)(F)F)c1, [Mg], C1CCOC1, O. As a reaction SMILES: [F:7][C:8]([c:9]1[cH:10][c:11]([Br:19])[cH:12][c:13]([C:15]([F:16])([F:17])[F:18])[cH:14]1)([F:20])[F:21].[Mg:1].[O:2]1[CH2:3][CH2:4][CH2:5][CH2:6]1.[OH2:22]>>[Br-:19].[Mg+:1][c:11]1[cH:10][c:9]([C:8]([F:7])([F:20])[F:21])[cH:14][c:13]([C:15]([F:16])([F:17])[F:18])[cH:12]1. Yields the product [Br-], FC(F)(F)c1cc([Mg+])cc(C(F)(F)F)c1. The reactants are C(C1=CC=CC=C1)C1=C(C(=C(C=C1C=C(C)C(NC1C(C2C(OCO2)C(C1O)O)O)=O)OP(O)(O)=O)OC1OC(C(C1O)O)/C(/C)=N/OCC1=CC(=CC=C1)Cl)CC1=CC=CC=C1 (phosphoric acid dibenzyl-(2-(5-(1-(3-chloro-benzyloxy-E-imino)-ethyl)-3,4-dihydroxy-tetrahydro-furan-2-yloxy)-5-(2-(4,6,7-trihydroxy-hexahydro-benzo(1,3)dioxol-5-ylcarbamoyl)-propenyl)-phenyl) ester), C1=CCC=CC1 (1,4-cyclohexadiene). Reagents/catalysts: [Pd] (palladium on carbon). Product: ClC=1C=C(CO\N=C(/C)\C2C(C(C(O2)OC2=C(C=C(C=C2)C=C(C)C(NC2C(C3C(OCO3)C(C2O)O)O)=O)OP(O)(O)=O)O)O)C=CC1 (Phosphoric Acid Mono-(2-(5-(1-(3-Chloro-benzyloxy-E-imino)-ethyl)-3,4-dihydroxy-tetrahydro-furan-2-yloxy)-5-(2-(4,6,7-trihydroxy-hexahydro-benzo(1,3)dioxol-5-ylcarbamoyl)-propenyl)-phenyl) Ester). Isolated yield 82.1%. RXN SMILES: C([C:8]1[C:13]([CH:14]=[C:15]([C:17](=[O:31])[NH:18][CH:19]2[CH:27]([OH:28])[CH:26]([OH:29])[CH:22]3[O:23][CH2:24][O:25][CH:21]3[CH:20]2[OH:30])[CH3:16])=[CH:12][C:11]([O:32][P:33](=[O:36])([OH:35])[OH:34])=[C:10]([O:37][CH:38]2[CH:42]([OH:43])[CH:41]([OH:44])[CH:40](/[C:45](=[N:47]/[O:48][CH2:49][C:50]3[CH:55]=[CH:54][CH:53]=[C:52]([Cl:56])[CH:51]=3)/[CH3:46])[O:39]2)[C:9]=1CC1C=CC=CC=1)C1C=CC=CC=1.C1CC=CCC=1>[Pd]>[Cl:56][C:52]1[CH:51]=[C:50]([CH:55]=[CH:54][CH:53]=1)[CH2:49][O:48]/[N:47]=[C:45](/[CH:40]1[O:39][CH:38]([O:37][C:10]2[CH:9]=[CH:8][C:13]([CH:14]=[C:15]([C:17](=[O:31])[NH:18][CH:19]3[CH:27]([OH:28])[CH:26]([OH:29])[CH:22]4[O:23][CH2:24][O:25][CH:21]4[CH:20]3[OH:30])[CH3:16])=[CH:12][C:11]=2[O:32][P:33](=[O:34])([OH:36])[OH:35])[CH:42]([OH:43])[CH:41]1[OH:44])\[CH3:46]. Procedure: A solution of phosphoric acid dibenzyl-(2-(5-(1-(3-chloro-benzyloxy-E-imino)-ethyl)-3,4-dihydroxy-tetrahydro-furan-2-yloxy)-5-(2-(4,6,7-trihydroxy-hexahydro-benzo(1,3)dioxol-5-ylcarbamoyl)-propenyl)-phenyl) ester (95 mg, 0.105 mmol) and 168 mg of 1,4-cyclohexadiene (2.1 mmol) and 95 mg 10% palladium on carbon was stirred under nitrogen for 20 hours. The reaction mixture was filtered through Celite and evaporated. The residue was chromatographed on reversed phase SiO2 (30% methanol/water) to give... The reactants are C(C#C)[C@@H]1C[C@H]2[C@@H]3CCC([C@@]3(C)CC[C@@H]2[C@]2(CCC(C[C@]12O)=O)C)=O (6β-Propargyl-5α-hydroxyandrostane-3,17-dione), ice water, S(=O)(Cl)Cl (thionyl chloride). Run in N1=CC=CC=C1 (pyridine). Conditions: time 4 minute. Product: C(C#C)[C@@H]1C[C@H]2[C@@H]3CCC([C@@]3(C)CC[C@@H]2[C@]2(CCC(C=C12)=O)C)=O (6β-Propargyl-4-androstene-3,17-dione), analytical product. Yield: 60.0%. RXN SMILES: [CH2:1]([C@H:4]1[C@:21]2(O)[C@:16]([CH3:24])([CH2:17][CH2:18][C:19](=[O:23])[CH2:20]2)[C@@H:15]2[C@H:6]([C@H:7]3[C@@:11]([CH2:13][CH2:14]2)([CH3:12])[C:10](=[O:25])[CH2:9][CH2:8]3)[CH2:5]1)[C:2]#[CH:3].S(Cl)(Cl)=O>N1C=CC=CC=1>[CH2:1]([C@H:4]1[C:21]2[C@:16]([CH3:24])([CH2:17][CH2:18][C:19](=[O:23])[CH:20]=2)[C@@H:15]2[C@H:6]([C@H:7]3[C@@:11]([CH2:13][CH2:14]2)([CH3:12])[C:10](=[O:25])[CH2:9][CH2:8]3)[CH2:5]1)[C:2]#[CH:3]. Procedure: 6β-Propargyl-5α-hydroxyandrostane-3,17-dione (10) (0.3 mmol) was dissolved in dry pyridine (10 ml), cooled in an ice-bath and thionyl chloride was added. After stirring for 3-5 minutes, the reaction mixture was poured over ice-water, extracted with ethyl acetate, washed (water), dried, and evaporated in vacuo. The residue was subjected to column chromatography (hexane/ethyl acetate). Recrystallization from acetone/hexane gave the title compound (60% of the analytical product); m.p. 159°-160° C.;... Starting materials: O=[N+]([O-])c1ccc(CCOCCCCCCBr)cc1, CC(C)(C)[Si](C)(C)OC(CNCCCCCCOCCCCc1ccc([N+](=O)[O-])cc1)c1ccc(O)c2[nH]c(=O)ccc12. The product is CC(C)(C)[Si](C)(C)OC(CNCCCCCCOCCc1ccc([N+](=O)[O-])cc1)c1ccc(O)c2[nH]c(=O)ccc12. RXN SMILES: [Br:44][CH2:45][CH2:46][CH2:47][CH2:48][CH2:49][CH2:50][O:51][CH2:52][CH2:53][c:54]1[cH:55][cH:56][c:57]([N+:60](=[O:61])[O-:62])[cH:58][cH:59]1.[OH:1][c:2]1[cH:3][cH:4][c:5]([CH:13]([O:14][Si:15]([C:16]([CH3:17])([CH3:18])[CH3:19])([CH3:20])[CH3:21])[CH2:22][NH:23][CH2:24][CH2:25][CH2:26][CH2:27][CH2:28][CH2:29][O:30][CH2:31][CH2:32][CH2:33][CH2:34][c:35]2[cH:36][cH:37][c:38]([N+:39]([O-:40])=[O:41])[cH:42][cH:43]2)[c:6]2[cH:7][cH:8][c:9](=[O:12])[nH:10][c:11]12>>[OH:1][c:2]1[cH:3][cH:4][c:5]([CH:13]([O:14][Si:15]([C:16]([CH3:17])([CH3:18])[CH3:19])([CH3:20])[CH3:21])[CH2:22][NH:23][CH2:24][CH2:25][CH2:26][CH2:27][CH2:28][CH2:29][O:30][CH2:31][CH2:53][c:54]2[cH:55][cH:56][c:57]([N+:60](=[O:61])[O-:62])[cH:58][cH:59]2)[c:6]2[cH:7][cH:8][c:9](=[O:12])[nH:10][c:11]12. The reactants are C1(CCC(C2CC=CC=C12)=O)=O.C=CC1CCC=CC1 (tetrahydronaphthoquinone butadiene dimer). Reagents/catalysts: N12CCCN=C2CCC1 (1,5-diazabicyclo[4.3.0]non-5-ene). Run in C1=CC=CC=C1 (benzene), C1CCOC1 (THF), C1CCOC1 (THF). Run at time 65 hour. The product is C(CC=C)C1=CC=CC=2C(C=3CCCCC3C(C12)=O)=O (1-(3-Butenyl)-5,6,7,8-Tetrahydroanthraquinone). The yield is 34.0%. Reaction SMILES: [C:1]1(=[O:12])[C:10]2[CH:5]([CH2:6][CH:7]=[CH:8][CH:9]=2)[C:4](=[O:11])[CH2:3][CH2:2]1.[CH2:13]=[CH:14][CH:15]1[CH2:20][CH:19]=[CH:18][CH2:17][CH2:16]1>C1COCC1.N12CCCC1=NCCC2.C1C=CC=CC=1>[CH2:17]([C:16]1[C:2]2[C:1](=[O:12])[C:10]3[CH2:9][CH2:8][CH2:7][CH2:6][C:5]=3[C:4](=[O:11])[C:3]=2[CH:13]=[CH:14][CH:15]=1)[CH2:18][CH:19]=[CH2:20] |f:0.1|. Procedure details: A 45 g sample of the tetrahydronaphthoquinone-butadiene dimer adduct of Example 1 was dissolved in 400 ml THF and 20 drops of 1,5-diazabicyclo[4.3.0]non-5-ene were added. The solution was stirred for 65 hours while exposed to air. The THF was then blown off with air and the residue was dissolved in benzene. The benzene solution was filtered to remove insoluble impurities and the solution was then chromatographed on Florisil. The product was eluted with a 4:1 mixture of benzene/ethyl acetate, and... Starting materials: FC1=C(C=C(C=C1)C1=CC(=CC=C1)CNC(=O)C1=CC(=CC=C1)C=O)CN1C[C@@H](N(CC1)C(=O)OC(C)(C)C)C (1,1-dimethylethyl (2S)-4-{[4-fluoro-3′-({[(3-formylphenyl)-carbonyl]amino}methyl)-3-biphenylyl]methyl}-2-methyl-1-piperazinecarboxylate), NCC1=C(C2=C(N=C1CC)N(N=C2)CC)NC2CCOCC2 (5-(aminomethyl)-1,6-diethyl-N-(tetrahydro-2H-pyran-4-yl)-1H-pyrazolo[3,4-b]pyridin-4-amine), C(C)(=O)O[BH-](OC(C)=O)OC(C)=O.[Na+] (sodium triacetoxyborohydride), Cl (hydrochloric acid). Solvent: ClCCl (dichloromethane), O (water). Reaction conditions: time 16 hour. The product is C(C)N1N=CC=2C1=NC(=C(C2NC2CCOCC2)CNCC=2C=C(C(=O)NCC=1C=C(C=CC1)C1=CC(=C(C=C1)F)CN1C[C@@H](NCC1)C)C=CC2)CC (3-[({[1,6-Diethyl-4-(tetrahydro-2H-pyran-4-ylamino)-1H-pyrazolo[3,4-b]pyridin-5-yl]methyl}amino)methyl]-N-[(4′-fluoro-3′-{[(3S)-3-methyl-1-piperazinyl]methyl}-3-biphenylyl)methyl]benzamide). RXN SMILES: [F:1][C:2]1[CH:7]=[CH:6][C:5]([C:8]2[CH:13]=[CH:12][CH:11]=[C:10]([CH2:14][NH:15][C:16]([C:18]3[CH:23]=[CH:22][CH:21]=[C:20]([CH:24]=O)[CH:19]=3)=[O:17])[CH:9]=2)=[CH:4][C:3]=1[CH2:26][N:27]1[CH2:32][CH2:31][N:30](C(OC(C)(C)C)=O)[C@@H:29]([CH3:40])[CH2:28]1.[NH2:41][CH2:42][C:43]1[C:48]([CH2:49][CH3:50])=[N:47][C:46]2[N:51]([CH2:54][CH3:55])[N:52]=[CH:53][C:45]=2[C:44]=1[NH:56][CH:57]1[CH2:62][CH2:61][O:60][CH2:59][CH2:58]1.C(O[BH-](OC(=O)C)OC(=O)C)(=O)C.[Na+].Cl>ClCCl.O>[CH2:54]([N:51]1[C:46]2=[N:47][C:48]([CH2:49][CH3:50])=[C:43]([CH2:42][NH:41][CH2:24][C:20]3[CH:19]=[C:18]([CH:23]=[CH:22][CH:21]=3)[C:16]([NH:15][CH2:14][C:10]3[CH:9]=[C:8]([C:5]4[CH:6]=[CH:7][C:2]([F:1])=[C:3]([CH2:26][N:27]5[CH2:32][CH2:31][NH:30][C@@H:29]([CH3:40])[CH2:28]5)[CH:4]=4)[CH:13]=[CH:12][CH:11]=3)=[O:17])[C:44]([NH:56][CH:57]3[CH2:58][CH2:59][O:60][CH2:61][CH2:62]3)=[C:45]2[CH:53]=[N:52]1)[CH3:55] |f:2.3|. Procedure: To a solution of 1,1-dimethylethyl (2S)-4-{[4-fluoro-3′-({[(3-formylphenyl)-carbonyl]amino}methyl)-3-biphenylyl]methyl}-2-methyl-1-piperazinecarboxylate (195 mg, 0.36 mmol) in dichloromethane (5 mL) was added 5-(aminomethyl)-1,6-diethyl-N-(tetrahydro-2H-pyran-4-yl)-1H-pyrazolo[3,4-b]pyridin-4-amine, and (110 mg, 0.36 mmol) and sodium triacetoxyborohydride (115 mg. 0.54 mmol) and the resulting solution was stirred at ambient temperature for 16 h and then treated with aqueous hydrochloric acid (2M...